Dataset: the Open Reaction Database (ORD), a public repository of structured organic reaction records. Task: describe an organic reaction: reactants, conditions, products, and yield Starting materials: CCc1ccc(Cc2cc3c(cc2Cl)OCC32OC(CO)C(O)C(O)C2O)cc1, CCOC(=O)Cl, ClCCl, Cc1cc(C)nc(C)c1. Product: CCOC(=O)OCC1OC2(COc3cc(Cl)c(Cc4ccc(CC)cc4)cc32)C(O)C(O)C1O. Reaction SMILES: [Cl:1][c:2]1[cH:3][c:4]2[c:5]([cH:19][c:20]1[CH2:21][c:22]1[cH:23][cH:24][c:25]([CH2:28][CH3:29])[cH:26][cH:27]1)[C:6]1([CH2:7][O:8]2)[O:9][CH:10]([CH2:17][OH:18])[CH:11]([OH:16])[CH:12]([OH:15])[CH:13]1[OH:14].[Cl:30][C:31](=[O:32])[O:33][CH2:34][CH3:35].[Cl:45][CH2:46][Cl:47].[n:36]1[c:37]([CH3:38])[cH:39][c:40]([CH3:41])[cH:42][c:43]1[CH3:44]>>[Cl:1][c:2]1[cH:3][c:4]2[c:5]([cH:19][c:20]1[CH2:21][c:22]1[cH:23][cH:24][c:25]([CH2:28][CH3:29])[cH:26][cH:27]1)[C:6]1([CH2:7][O:8]2)[O:9][CH:10]([CH2:17][O:18][C:31](=[O:32])[O:33][CH2:34][CH3:35])[CH:11]([OH:16])[CH:12]([OH:15])[CH:13]1[OH:14]. Starting materials: Clc1ncc(Br)cn1, Cc1ccccc1, CCOC(C)=O, CCN(C(C)C)C(C)C, OCc1ccc(C(F)(F)F)cc1CNCc1cc(C(F)(F)F)cc(C(F)(F)F)c1, O. The product is OCc1ccc(C(F)(F)F)cc1CN(Cc1cc(C(F)(F)F)cc(C(F)(F)F)c1)c1ncc(Br)cn1. Reaction SMILES: [Br:30][c:31]1[cH:32][n:33][c:34]([Cl:37])[n:35][cH:36]1.[CH3:48][c:49]1[cH:50][cH:51][cH:52][cH:53][cH:54]1.[CH3:55][CH2:56][O:57][C:58](=[O:59])[CH3:60].[CH:38]([N:39]([CH2:40][CH3:41])[CH:42]([CH3:43])[CH3:44])([CH3:45])[CH3:46].[F:1][C:2]([c:3]1[cH:4][c:5]([CH2:6][NH:7][CH2:8][c:9]2[c:10]([CH2:19][OH:20])[cH:11][cH:12][c:13]([C:15]([F:16])([F:17])[F:18])[cH:14]2)[cH:21][c:22]([C:24]([F:25])([F:26])[F:27])[cH:23]1)([F:28])[F:29].[OH2:47]>>[F:1][C:2]([c:3]1[cH:4][c:5]([CH2:6][N:7]([CH2:8][c:9]2[c:10]([CH2:19][OH:20])[cH:11][cH:12][c:13]([C:15]([F:16])([F:17])[F:18])[cH:14]2)[c:34]2[n:33][cH:32][c:31]([Br:30])[cH:36][n:35]2)[cH:21][c:22]([C:24]([F:25])([F:26])[F:27])[cH:23]1)([F:28])[F:29]. The reactants are CC(C)n1ncnc1-c1cn2c(n1)-c1ccc(C3CCN(C(=O)OC(C)(C)C)CC3)cc1OCC2, ClCCl, O=C(O)C(F)(F)F. Product: O=C(O)C(F)(F)F, CC(C)n1ncnc1-c1cn2c(n1)-c1ccc(C3CCNCC3)cc1OCC2. Reaction SMILES: [C:1]([O:2][C:3](=[O:4])[N:8]1[CH2:9][CH2:10][CH:11]([c:14]2[cH:15][c:16]3[c:17]([cH:34][cH:35]2)-[c:18]2[n:19][c:20](-[c:26]4[n:27]([CH:31]([CH3:32])[CH3:33])[n:28][cH:29][n:30]4)[cH:21][n:22]2[CH2:23][CH2:24][O:25]3)[CH2:12][CH2:13]1)([CH3:5])([CH3:6])[CH3:7].[Cl:43][CH2:44][Cl:45].[F:36][C:37]([C:38](=[O:39])[OH:40])([F:41])[F:42]>>[F:36][C:37]([C:38](=[O:39])[OH:40])([F:41])[F:42].[NH:8]1[CH2:9][CH2:10][CH:11]([c:14]2[cH:15][c:16]3[c:17]([cH:34][cH:35]2)-[c:18]2[n:19][c:20](-[c:26]4[n:27]([CH:31]([CH3:32])[CH3:33])[n:28][cH:29][n:30]4)[cH:21][n:22]2[CH2:23][CH2:24][O:25]3)[CH2:12][CH2:13]1. Starting materials: C(C)N([C@@H](C(=O)N1[C@@H](CCC1)C(=O)NC1=CC=C(C=C1)CN(CC1=CC=C(C=C1)NC(=O)[C@H]1NCCC1)C1=CC=C(C=C1)F)C1=CC=CC=C1)CC ((S)-1-((R)-2-(diethylamino)-2-phenylacetyl)-N-(4-(((4-fluorophenyl)(4-((S)-pyrrolidine-2-carboxamido)benzyl)amino)methyl)phenyl)pyrrolidine-2-carboxamide), CO[C@@H]([C@@H](C(=O)O)NC(=O)OC)C ((2S,3R)-3-methoxy-2-(methoxycarbonylamino)butanoic acid). The product is COC(=O)N[C@@H]([C@H](OC)C)C(=O)N1[C@H](C(=O)NC2=CC=C(C=C2)CN(C2=CC=C(C=C2)F)CC2=CC=C(C=C2)NC([C@H]2N(CCC2)C([C@@H](C2=CC=CC=C2)N(CC)CC)=O)=O)CCC1 (N-(methoxycarbonyl)-O-methyl-L-threonyl-N-[4-({[4-({1-[(2R)-2-(diethylamino)-2-phenylacetyl]-L-prolyl}amino)benzyl](4-fluorophenyl)amino}methyl)phenyl]-L-prolinamide). The yield is 40.1%. Reaction SMILES: [CH2:1]([N:3]([CH2:51][CH3:52])[C@H:4]([C:45]1[CH:50]=[CH:49][CH:48]=[CH:47][CH:46]=1)[C:5]([N:7]1[CH2:11][CH2:10][CH2:9][C@H:8]1[C:12]([NH:14][C:15]1[CH:20]=[CH:19][C:18]([CH2:21][N:22]([C:38]2[CH:43]=[CH:42][C:41]([F:44])=[CH:40][CH:39]=2)[CH2:23][C:24]2[CH:29]=[CH:28][C:27]([NH:30][C:31]([C@@H:33]3[CH2:37][CH2:36][CH2:35][NH:34]3)=[O:32])=[CH:26][CH:25]=2)=[CH:17][CH:16]=1)=[O:13])=[O:6])[CH3:2].[CH3:53][O:54][C@H:55]([CH3:65])[C@H:56]([NH:60][C:61]([O:63][CH3:64])=[O:62])[C:57](O)=[O:58]>>[CH3:64][O:63][C:61]([NH:60][C@H:56]([C:57]([N:34]1[CH2:35][CH2:36][CH2:37][C@H:33]1[C:31]([NH:30][C:27]1[CH:28]=[CH:29][C:24]([CH2:23][N:22]([CH2:21][C:18]2[CH:17]=[CH:16][C:15]([NH:14][C:12](=[O:13])[C@@H:8]3[CH2:9][CH2:10][CH2:11][N:7]3[C:5](=[O:6])[C@H:4]([N:3]([CH2:1][CH3:2])[CH2:51][CH3:52])[C:45]3[CH:50]=[CH:49][CH:48]=[CH:47][CH:46]=3)=[CH:20][CH:19]=2)[C:38]2[CH:39]=[CH:40][C:41]([F:44])=[CH:42][CH:43]=2)=[CH:25][CH:26]=1)=[O:32])=[O:58])[C@@H:55]([CH3:65])[O:54][CH3:53])=[O:62]. Procedure: The product from Example 81A (0.038 g, 0.054 mmol) and (2S,3R)-3-methoxy-2-(methoxycarbonylamino)butanoic acid (0.011 g, 0.059 mmol) were processed as in Example 81A to give 0.019 g (40%) of the title compound as an off-white solid. 1H NMR (500 MHz, DMSO-D6) δ ppm 0.89 (t, J=7.10 Hz, 3 H) 1.07 (t, J=7.17 Hz, 2 H) 1.13 (d, J=6.26 Hz, 3 H) 1.28 (t, J=7.25 Hz, 1 H) 1.76-1.92 (m, 4 H) 1.94-2.05 (m, 2 H) 2.07-2.23 (m, 2 H) 2.39-2.46 (m, 2 H) 2.57-2.63 (m, 2 H) 3.24 (s, 3 H) 3.34-3.42 (m, 1 H) 3.43-3.... Starting materials: [H-].[Na+] (sodium hydride), C(C)(C)(C)OC(N(C)CCOC=1C=CC=C2C(=CNC12)S(=O)(=O)C1=C(C=CC=C1)F)=O ({2-[3-(2-fluoro-benzenesulfonyl)-1H-indol-7-yloxy]-ethyl}-methyl-carbamic acid tert-butyl ester), CI (Methyl iodide). Solvent: CN(C=O)C (dimethylformamide). Reaction conditions: time 10 minute. The product is C(C)(C)(C)OC(N(C)CCOC=1C=CC=C2C(=CN(C12)C)S(=O)(=O)C1=C(C=CC=C1)F)=O ({2-[3-(2-fluoro-benzenesulfonyl)-1-methyl-1H-indol-7-yloxy]-ethyl}-methyl -carbamic acid tert-butyl ester). As a reaction SMILES: [C:1]([O:5][C:6](=[O:31])[N:7]([CH2:9][CH2:10][O:11][C:12]1[CH:13]=[CH:14][CH:15]=[C:16]2[C:20]=1[NH:19][CH:18]=[C:17]2[S:21]([C:24]1[CH:29]=[CH:28][CH:27]=[CH:26][C:25]=1[F:30])(=[O:23])=[O:22])[CH3:8])([CH3:4])([CH3:3])[CH3:2].[H-].[Na+].[CH3:34]I>CN(C)C=O>[C:1]([O:5][C:6](=[O:31])[N:7]([CH2:9][CH2:10][O:11][C:12]1[CH:13]=[CH:14][CH:15]=[C:16]2[C:20]=1[N:19]([CH3:34])[CH:18]=[C:17]2[S:21]([C:24]1[CH:29]=[CH:28][CH:27]=[CH:26][C:25]=1[F:30])(=[O:23])=[O:22])[CH3:8])([CH3:4])([CH3:2])[CH3:3] |f:1.2|. Procedure details: A dry 25 mL flask equipped with a magnetic stirrer was charged with {2-[3-(2-fluoro-benzenesulfonyl)-1H-indol-7-yloxy]-ethyl}-methyl-carbamic acid tert-butyl ester (0.116 g., 0.258 mmol) and dimethylformamide (5 mL.) This solution was treated with sodium hydride (0.011 g. of 60% suspension in mineral oil, 0.284 mmol) and allowed to stir for 10 minutes under N2. Methyl iodide was then added via syringe in one portion. After 18 hours stirring at ambient temperature, the reaction mixture was extrac... The reactants are COc1cc2c(Sc3cccc(NC(=O)Nc4cc(C(C)(C)C)on4)c3)ncnc2cc1OCCCl, CCCC[N+](CCCC)(CCCC)CCCC, CN1CCNCC1, CCN(C(C)C)C(C)C, [I-], CN(C)C=O. The product is COc1cc2c(Sc3cccc(NC(=O)Nc4cc(C(C)(C)C)on4)c3)ncnc2cc1OCCN1CCN(C)CC1. RXN SMILES: [C:1]([CH3:2])([CH3:3])([CH3:4])[c:5]1[cH:6][c:7]([NH:10][C:11](=[O:12])[NH:13][c:14]2[cH:15][c:16]([S:20][c:21]3[n:22][cH:23][n:24][c:25]4[cH:26][c:27]([O:33][CH2:34][CH2:35][Cl:36])[c:28]([O:31][CH3:32])[cH:29][c:30]34)[cH:17][cH:18][cH:19]2)[n:8][o:9]1.[CH2:59]([N+:60]([CH2:61][CH2:62][CH2:63][CH3:64])([CH2:65][CH2:66][CH2:67][CH3:68])[CH2:69][CH2:70][CH2:71][CH3:72])[CH2:73][CH2:74][CH3:75].[CH3:37][N:38]1[CH2:39][CH2:40][NH:41][CH2:42][CH2:43]1.[CH:44]([N:45]([CH:46]([CH3:47])[CH3:48])[CH2:49][CH3:50])([CH3:51])[CH3:52].[I-:58].[O:53]=[CH:54][N:55]([CH3:56])[CH3:57]>>[C:1]([CH3:2])([CH3:3])([CH3:4])[c:5]1[cH:6][c:7]([NH:10][C:11](=[O:12])[NH:13][c:14]2[cH:15][c:16]([S:20][c:21]3[n:22][cH:23][n:24][c:25]4[cH:26][c:27]([O:33][CH2:34][CH2:35][N:41]5[CH2:40][CH2:39][N:38]([CH3:37])[CH2:43][CH2:42]5)[c:28]([O:31][CH3:32])[cH:29][c:30]34)[cH:17][cH:18][cH:19]2)[n:8][o:9]1. Reactants: [OH-].[Na+] (NaOH), Cl.NCCNS(=O)(=O)C=1C=2C=CN=C(C2C=CC1)Cl (1-chloro-isoquinoline-5-sulfonic acid (2-amino-ethyl)-amide hydrochloride), CO (CH3OH). Run in C1CCOC1 (THF). The product is NCCNS(=O)(=O)C=1C=2C=CN=C(C2C=CC1)Cl (1-chloro-isoquinoline-5-sulfonic acid (2-amino-ethyl)-amide). The yield is 90.2%. RXN SMILES: [OH-].[Na+].Cl.[NH2:4][CH2:5][CH2:6][NH:7][S:8]([C:11]1[C:12]2[CH:13]=[CH:14][N:15]=[C:16]([Cl:21])[C:17]=2[CH:18]=[CH:19][CH:20]=1)(=[O:10])=[O:9].CO>C1COCC1>[NH2:4][CH2:5][CH2:6][NH:7][S:8]([C:11]1[C:12]2[CH:13]=[CH:14][N:15]=[C:16]([Cl:21])[C:17]=2[CH:18]=[CH:19][CH:20]=1)(=[O:9])=[O:10] |f:0.1,2.3|. Procedure details: A 5N NaOH solution (0.937 mL) is added slowly to a stirred suspension of 1-chloro-isoquinoline-5-sulfonic acid (2-amino-ethyl)-amide hydrochloride (1.51 g, 4.69 mmol) in THF (20 mL)/CH3OH (20 mL) at ambient temperature to form a clear solution. After concentration in vacuo, the tan solid is suspended in EtOAc/CH3OH and sonicated for a few minutes. The mixture is filtered and concentrated to give 1.21 g (4.23 mmol, 90% yield) of the title compound as a tan powder. ESIMS: m/z 286 [(M+H)+, 35Cl], 2...